Dataset: the Open Reaction Database (ORD), a public repository of structured organic reaction records. Task: describe an organic reaction: reactants, conditions, products, and yield Starting materials: C1(=CC=CC=C1)CC(C(=O)[O-])=O (phenylpyruvate), C1(=CC=CC=C1)CC(C(=O)[O-])=O (phenylpyruvate), N[C@@H](CC(=O)[O-])C(=O)[O-].[NH4+].[NH4+] (ammonium L-aspartate), CC1=NC=C(C(=C1O)C=O)COP(=O)(O)O (pyridoxal 5-phosphate). The solvent is O (water). Product: N[C@@H](CC1=CC=CC=C1)C(=O)O (L-phenylalanine). Reaction SMILES: [C:1]1([CH2:7][C:8](=O)[C:9]([O-:11])=[O:10])[CH:6]=[CH:5][CH:4]=[CH:3][CH:2]=1.[NH2:13][C@H](C([O-])=O)CC([O-])=O.[NH4+].[NH4+].CC1C(O)=C(C=O)C(COP(O)(O)=O)=CN=1>O>[NH2:13][C@H:8]([C:9]([OH:11])=[O:10])[CH2:7][C:1]1[CH:6]=[CH:5][CH:4]=[CH:3][CH:2]=1 |f:1.2.3|. Procedure: A batch type process wherein the catalyst compositions are stirred in from 0.01 to 0.5 molar (preferably 0.05 to 0.3 molar) solution of phenylpyruvate in the presence of 0.015 to 0.75 molar ammonium L-aspartate (preferably 0.075 to 0.5 molar) and 0.4 to 0.000001 mmolar pyridoxal 5-phosphate (preferably 0.04 to 0.0004 mmolar in water at 5.0 to 10.0 pH (preferably 7.5 to 9.5 pH) for periods of 1.0 to 100 hours (preferably 8 to 48 hours) at temperatures below 50° C. (preferably 20° to 40° C.). Broa... The product is Cc1cc2cccc(C(CO)N3CCCCC3C)c2nc1-c1ccccc1. Starting materials: CCOCC, CC(=O)O, [Na+], C1CCOC1, O, O=C([O-])O, Cc1cc2cccc(C(CO[Si](C)(C)C(C)(C)C)N3CCCCC3C)c2nc1-c1ccccc1. Reaction SMILES: [CH2:50]([O:51][CH2:52][CH3:53])[CH3:54].[CH3:46][C:47](=[O:48])[OH:49].[Na+:41].[O:35]1[CH2:36][CH2:37][CH2:38][CH2:39]1.[OH2:40].[OH:42][C:43](=[O:44])[O-:45].[c:1]1(-[c:7]2[n:8][c:9]3[c:10]([CH:18]([CH2:19][O:20][Si:21]([C:22]([CH3:23])([CH3:24])[CH3:25])([CH3:26])[CH3:27])[N:28]4[CH:29]([CH3:34])[CH2:30][CH2:31][CH2:32][CH2:33]4)[cH:11][cH:12][cH:13][c:14]3[cH:15][c:16]2[CH3:17])[cH:2][cH:3][cH:4][cH:5][cH:6]1>>[c:1]1(-[c:7]2[n:8][c:9]3[c:10]([CH:18]([CH2:19][OH:20])[N:28]4[CH:29]([CH3:34])[CH2:30][CH2:31][CH2:32][CH2:33]4)[cH:11][cH:12][cH:13][c:14]3[cH:15][c:16]2[CH3:17])[cH:2][cH:3][cH:4][cH:5][cH:6]1. The reactants are C([C@@H](O)[C@@H](O)[C@H](O)[C@H](O)CO)O (MAN), C[C@@H]1C[C@@H]([C@@H]2[C@H](C[C@H]([C@@](O2)(C(=O)C(=O)N3CCCC[C@H]3C(=O)O[C@@H]([C@@H]([C@H](CC(=O)[C@@H](/C=C(/C1)\C)CC=C)O)C)/C(=C/[C@@H]4CC[C@H]([C@@H](C4)OC)O)/C)O)C)OC)OC (TAC), C[C@@H]1C[C@@H]([C@@H]2[C@H](C[C@H]([C@@](O2)(C(=O)C(=O)N3CCCC[C@H]3C(=O)O[C@@H]([C@@H]([C@H](CC(=O)[C@@H](/C=C(/C1)\C)CC=C)O)C)/C(=C/[C@@H]4CC[C@H]([C@@H](C4)OC)O)/C)O)C)OC)OC (TAC), C([C@@H](O)[C@@H](O)[C@H](O)[C@H](O)CO)O (mannitol), C(C)#N (acetonitrile), C[C@@H]1C[C@@H]([C@@H]2[C@H](C[C@H]([C@@](O2)(C(=O)C(=O)N3CCCC[C@H]3C(=O)O[C@@H]([C@@H]([C@H](CC(=O)[C@@H](/C=C(/C1)\C)CC=C)O)C)/C(=C/[C@@H]4CC[C@H]([C@@H](C4)OC)O)/C)O)C)OC)OC (TAC), C([C@@H](O)[C@@H](O)[C@H](O)[C@H](O)CO)O (MAN), solids. The solvent is O (water). Conditions: temperature -50 celsius. The product is C[C@@H]1C[C@@H]([C@@H]2[C@H](C[C@H]([C@@](O2)(C(=O)C(=O)N3CCCC[C@H]3C(=O)O[C@@H]([C@@H]([C@H](CC(=O)[C@@H](/C=C(/C1)\C)CC=C)O)C)/C(=C/[C@@H]4CC[C@H]([C@@H](C4)OC)O)/C)O)C)OC)OC.C([C@@H](O)[C@@H](O)[C@H](O)[C@H](O)CO)O (TAC MAN). Reaction SMILES: [CH3:1][C@H:2]1[CH2:33][C:32]([CH3:34])=[CH:31][C@@H:30]([CH2:35][CH:36]=[CH2:37])[C:28](=[O:29])[CH2:27][C@H:26]([OH:38])[C@@H:25]([CH3:39])[C@@H:24](/[C:40](/[CH3:51])=[CH:41]/[C@H:42]2[CH2:47][C@@H:46]([O:48][CH3:49])[C@H:45]([OH:50])[CH2:44][CH2:43]2)[O:23][C:21](=[O:22])[C@H:20]2[N:15]([CH2:16][CH2:17][CH2:18][CH2:19]2)[C:13](=[O:14])[C:11](=[O:12])[C@:9]2([OH:52])[O:10][C@@H:5]([C@@H:6]([O:54][CH3:55])[CH2:7][C@H:8]2[CH3:53])[C@@H:4]([O:56][CH3:57])[CH2:3]1.[CH2:58]([OH:69])[C@H:59]([C@H:61]([C@@H:63]([C@@H:65]([CH2:67][OH:68])[OH:66])[OH:64])[OH:62])[OH:60].C(#N)C>O>[CH3:1][C@H:2]1[CH2:33][C:32]([CH3:34])=[CH:31][C@@H:30]([CH2:35][CH:36]=[CH2:37])[C:28](=[O:29])[CH2:27][C@H:26]([OH:38])[C@@H:25]([CH3:39])[C@@H:24](/[C:40](/[CH3:51])=[CH:41]/[C@H:42]2[CH2:47][C@@H:46]([O:48][CH3:49])[C@H:45]([OH:50])[CH2:44][CH2:43]2)[O:23][C:21](=[O:22])[C@H:20]2[N:15]([CH2:16][CH2:17][CH2:18][CH2:19]2)[C:13](=[O:14])[C:11](=[O:12])[C@:9]2([OH:52])[O:10][C@@H:5]([C@@H:6]([O:54][CH3:55])[CH2:7][C@H:8]2[CH3:53])[C@@H:4]([O:56][CH3:57])[CH2:3]1.[CH2:67]([OH:68])[C@H:65]([C@H:63]([C@@H:61]([C@@H:59]([CH2:58][OH:69])[OH:60])[OH:62])[OH:64])[OH:66] |f:4.5|. Procedure details: A formulation of tacrolimus (TAC) was produced using TAC and mannitol (MAN) in ratio 1:1. The TAC:MAN 1:1 formulation was prepared using the ultra-rapid freezing (URF) process. The composition was prepared by dissolving TAC and MAN at a 1:1 ratio and 0.75% solids in a 60/40 mixture of acetonitrile and water. The solution of drug and excipient was applied to the surface of a solid substrate, which is cooled using a cryogenic substrate maintained at −50° C. The frozen compositions were then collec... Reactants: [OH-].[Na+] (NaOH), Cl.COC(C1=C(C(=CC=C1Cl)OCCN1CCCC1)Cl)=O (2,6-dichloro-3-(2-pyrrolidinoethoxy)benzoic acid methyl ester hydrochloride). Solvent: O (water), CO (methanol). Run at temperature 90 celsius. Product: Cl.ClC1=C(C(=O)O)C(=CC=C1OCCN1CCCC1)Cl (2,6-dichloro-3-(2-pyrrolidinoethoxy)benzoic acid hydrochloride). Isolated yield 169.9%. As a reaction SMILES: [OH-].[Na+].Cl.C[O:5][C:6](=[O:23])[C:7]1[C:12]([Cl:13])=[CH:11][CH:10]=[C:9]([O:14][CH2:15][CH2:16][N:17]2[CH2:21][CH2:20][CH2:19][CH2:18]2)[C:8]=1[Cl:22]>O.CO>[ClH:13].[Cl:22][C:8]1[C:9]([O:14][CH2:15][CH2:16][N:17]2[CH2:18][CH2:19][CH2:20][CH2:21]2)=[CH:10][CH:11]=[C:12]([Cl:13])[C:7]=1[C:6]([OH:23])=[O:5] |f:0.1,2.3,6.7|. Procedure details: To a solution of NaOH (2.73 g, 68.25 mmol) in 80 ml of water and 40 ml of methanol was added in one portion 8 g (22.56 mmol) of 2,6-dichloro-3-(2-pyrrolidinoethoxy)benzoic acid methyl ester hydrochloride and the mixture was heated at 90° C. for 15 hours. The mixture was concentrated in vacuo to remove methanol, the aqueous layer was acidified with 20 ml of conc. HCl solution, and the white solid was filtered. The white solid was dissolved in hot water, filtered, and the filtrate was treated with... The product is Cc1cc(Cl)ncc1N. Reactants: CC(=O)O, CCO, Cc1cc(Cl)ncc1[N+](=O)[O-]. As a reaction SMILES: [C:12]([OH:13])(=[O:14])[CH3:15].[CH3:16][CH2:17][OH:18].[Cl:1][c:2]1[n:3][cH:4][c:5]([N+:9]([O-:10])=[O:11])[c:6]([CH3:8])[cH:7]1>>[Cl:1][c:2]1[n:3][cH:4][c:5]([NH2:9])[c:6]([CH3:8])[cH:7]1. The reactants are Cl (hydrochloric acid), ClC1=C(C=C2C(N(C(C2=C1)=O)C1CCN(CC1)CC1=CC=CC=C1)=O)S(=O)(=O)N (6-Chloro-2,3-dihydro-1,3-dioxo-2-[1-(phenylmethyl)-4-piperidinyl]-1H-isoindole-5-sulfonamide), [Sn] (tin), [Sn] (tin). Run in CO (methanol), CO (methanol), CO (methanol). Product: Cl.ClC1=C(C=C2C(N(CC2=C1)C1CCN(CC1)CC1=CC=CC=C1)=O)S(=O)(=O)N (6-chloro-2,3-dihydro-3-oxo-2-[1-(phenylmethyl)-4-piperidinyl]-1H-isoindole-5-sulfonamide hydrochloride), monohydrate. Reaction SMILES: [Cl:1][C:2]1[CH:10]=[C:9]2[C:5]([C:6](=[O:25])[N:7]([CH:12]3[CH2:17][CH2:16][N:15]([CH2:18][C:19]4[CH:24]=[CH:23][CH:22]=[CH:21][CH:20]=4)[CH2:14][CH2:13]3)[C:8]2=O)=[CH:4][C:3]=1[S:26]([NH2:29])(=[O:28])=[O:27].[Sn].Cl>CO>[ClH:1].[Cl:1][C:2]1[CH:10]=[C:9]2[C:5]([C:6](=[O:25])[N:7]([CH:12]3[CH2:17][CH2:16][N:15]([CH2:18][C:19]4[CH:24]=[CH:23][CH:22]=[CH:21][CH:20]=4)[CH2:14][CH2:13]3)[CH2:8]2)=[CH:4][C:3]=1[S:26]([NH2:29])(=[O:28])=[O:27] |f:4.5,^3:29|. Reported procedure: A mixture of the above part (a) 1,3-dioxoisoindole (4.4 g., 0.01 mole), and 30 mesh granulated tin (2.8 g., 0.024 mole) in 20 ml. of methanol and 12 ml. of concentrated hydrochloric acid was heated at 75°-80° for a 8 hr. period. Additional 1 g. portions of tin were added at the end of 5 hr. and 6 hr., respectively. After cooling, the reaction mixture was diluted with 40 ml. of methanol, heated to reflux and filtered through infusorial earth to remove unreacted tin. The filter-cake was washed wit... Reactants: CNc1ncc(-c2ccccc2)nc1C(=O)OC, CO, N. Yields the product CNc1ncc(-c2ccccc2)nc1C(N)=O. Reaction SMILES: [CH3:1][NH:2][c:3]1[c:4]([C:15]([O:17][CH3:16])=[O:18])[n:5][c:6](-[c:9]2[cH:10][cH:11][cH:12][cH:13][cH:14]2)[cH:7][n:8]1.[CH3:20][OH:21].[NH3:19]>>[CH3:1][NH:2][c:3]1[c:4]([C:15](=[O:17])[NH2:19])[n:5][c:6](-[c:9]2[cH:10][cH:11][cH:12][cH:13][cH:14]2)[cH:7][n:8]1. Reactants: Cl (hydrochloride), Cl.NC1=C(C=C(C=C1)C(CNC(C)C)O)F (1-(4'-amino-3'-fluoro-phenyl)-2-isopropylamino-ethanol hydrochloride), ClCl (chlorine). Product: NC1=C(C=C(C=C1F)C(CNC(C)C)O)Cl (1-(4'-Amino-3'-chloro-5'-fluoro-phenyl)-2-isopropylamino ethanol). RXN SMILES: [ClH:1].Cl.[NH2:3][C:4]1[CH:9]=[CH:8][C:7]([CH:10]([OH:16])[CH2:11][NH:12][CH:13]([CH3:15])[CH3:14])=[CH:6][C:5]=1[F:17].ClCl>>[NH2:3][C:4]1[C:5]([F:17])=[CH:6][C:7]([CH:10]([OH:16])[CH2:11][NH:12][CH:13]([CH3:14])[CH3:15])=[CH:8][C:9]=1[Cl:1] |f:1.2|. Procedure details: m.p. of the hydrochloride: 152°-154° C. (decomp.), was prepared from 1-(4'-amino-3'-fluoro-phenyl)-2-isopropylamino-ethanol hydrochloride and chlorine analogous to Example 98. Starting materials: FC(OC1=CC=C(C=C1)C=1C=C2C(CCOC2=CC1)=O)(F)F (6-(4-(trifluoromethoxy)phenyl)chroman-4-one), N1=C(C=CC=C1)C=O (2-pyridine carboxaldehyde), N1CCCC1 (pyrrolidine). Run in C(C)O (ethanol). Product: N1=C(C=CC=C1)C=C1COC2=CC=C(C=C2C1=O)C1=CC=C(C=C1)OC(F)(F)F (3-(pyridin-2-ylmethylene)-6-(4-(trifluoromethoxy)phenyl)chroman-4-one). As a reaction SMILES: [F:1][C:2]([F:22])([F:21])[O:3][C:4]1[CH:9]=[CH:8][C:7]([C:10]2[CH:11]=[C:12]3[C:17](=[CH:18][CH:19]=2)[O:16][CH2:15][CH2:14][C:13]3=[O:20])=[CH:6][CH:5]=1.[N:23]1[CH:28]=[CH:27][CH:26]=[CH:25][C:24]=1[CH:29]=O.N1CCCC1>C(O)C>[N:23]1[CH:28]=[CH:27][CH:26]=[CH:25][C:24]=1[CH:29]=[C:14]1[C:13](=[O:20])[C:12]2[C:17](=[CH:18][CH:19]=[C:10]([C:7]3[CH:6]=[CH:5][C:4]([O:3][C:2]([F:1])([F:21])[F:22])=[CH:9][CH:8]=3)[CH:11]=2)[O:16][CH2:15]1. Procedure: A solution of 400 mg 6-(4-(trifluoromethoxy)phenyl)chroman-4-one (1.3 mmol, 1.0 eq), 150 μL 2-pyridine carboxaldehyde (1.6 mmol, 1.2 eq) and 130 μL pyrrolidine (1.6 mmol, 1.2 eq) in 10 mL ethanol was refluxed 3 h. The reaction was concentrated and purified on silica gel column eluting with EA:Hex. 160 mg of a yellow solid was collected. m/z=398.0